describe an organic reaction: reactants, conditions, products, and yield From a dataset of the Open Reaction Database (ORD), a public repository of structured organic reaction records. Reactants: FC(F)(F)C(F)(Br)C(F)(F)Br, CCCC[N+](CCCC)(CCCC)CCCC, COC(C)(C)C, Cc1ccccc1N, [Na+], [Na+], [Na+], [Na+], [Na+], O=C([O-])[O-], O, O=C([O-])O, O=S([O-])S(=O)[O-], O=S(=O)([O-])O. Yields the product Cc1cc(C(F)(C(F)(F)F)C(F)(F)Br)ccc1N. RXN SMILES: [Br:22][C:23]([C:24]([C:25]([F:26])([F:27])[F:28])([F:29])[Br:30])([F:31])[F:32].[CH2:44]([N+:45]([CH2:46][CH2:47][CH2:48][CH3:49])([CH2:50][CH2:51][CH2:52][CH3:53])[CH2:54][CH2:55][CH2:56][CH3:57])[CH2:58][CH2:59][CH3:60].[CH3:61][O:62][C:63]([CH3:64])([CH3:65])[CH3:66].[NH2:9][c:10]1[c:11]([CH3:16])[cH:12][cH:13][cH:14][cH:15]1.[Na+:17].[Na+:33].[Na+:34].[Na+:7].[Na+:8].[O-:35][C:36](=[O:37])[O-:38].[OH2:67].[OH:18][C:19](=[O:20])[O-:21].[S:1]([S:2]([O-:3])=[O:4])([O-:5])=[O:6].[S:39]([O-:40])([OH:41])(=[O:42])=[O:43]>>[NH2:9][c:10]1[c:11]([CH3:16])[cH:12][c:13]([C:24]([C:23]([Br:22])([F:31])[F:32])([C:25]([F:26])([F:27])[F:28])[F:29])[cH:14][cH:15]1. Reactants: C(CCCCC)N1C(C2C(C2C1)(C)C=1C=C(C=CC1)C(OCC)=N)=O (ethyl 3-(3-hexyl-6-methyl-2-oxo-3-azabicyclo[3.1.0]hex-6-yl)benzenecarboximidoate), C(=O)NN (formic acid hydrazide). Solvent: CO (methanol). Yields the product C(CCCCC)N1C(C2C(C2C1)(C1=CC(=CC=C1)C1=NN=CN1)C)=O (3-Hexyl-6-methyl-6-[3-(4H-1,2,4-triazol-3-yl)phenyl]-3-azabicyclo[3.1.0]hexan-2-one). Yield: 63.5%. Reaction SMILES: [CH2:1]([N:7]1[CH2:12][CH:11]2[CH:9]([C:10]2([C:14]2[CH:15]=[C:16]([C:20](=[NH:24])OCC)[CH:17]=[CH:18][CH:19]=2)[CH3:13])[C:8]1=[O:25])[CH2:2][CH2:3][CH2:4][CH2:5][CH3:6].[CH:26]([NH:28][NH2:29])=O>CO>[CH2:1]([N:7]1[CH2:12][CH:11]2[CH:9]([C:10]2([CH3:13])[C:14]2[CH:19]=[CH:18][CH:17]=[C:16]([C:20]3[NH:24][CH:26]=[N:28][N:29]=3)[CH:15]=2)[C:8]1=[O:25])[CH2:2][CH2:3][CH2:4][CH2:5][CH3:6]. Procedure details: To a solution of crude ethyl 3-(3-hexyl-6-methyl-2-oxo-3-azabicyclo[3.1.0]hex-6-yl)benzenecarboximidoate (Preparation 42, 700 mg, 1.86 mmol) in methanol (5 ml) was added formic acid hydrazide (123 mg, 2.05 mmol) and the mixture was heated under reflux for 90 min. After cooling to room temperature, the solvent was removed in vacuo and the residue was heated to 150° C. for 12 h. The mixture was cooled and purified directly by silica column chromatography eluting with ethyl acetate:methanol (95:5) ... The reactants are C(C)OC(=O)C=1N=CC=2NC3=CC=CC=C3C2C1COC (4-methoxymethyl-beta-carboline-3-carboxylic-acid-ethylester), [I-].[Na+] (sodium iodide), C[Si](Cl)(C)C (trimethylchlorosilane), ice water. The solvent is C(C)#N (acetonitrile). Conditions: temperature 60 celsius, time 2 hour. Yields the product COC(=O)C=1N=C(C=2NC3=CC=CC=C3C2C1I)C (4-iodo-methyl-beta-carboline-3-carboxylic-acid-methylester). RXN SMILES: [CH2:1]([O:3][C:4]([C:6]1[N:7]=[CH:8][C:9]2[NH:10][C:11]3[C:16]([C:17]=2[C:18]=1COC)=[CH:15][CH:14]=[CH:13][CH:12]=3)=[O:5])C.[I-:22].[Na+].[CH3:24][Si](C)(C)Cl>C(#N)C>[CH3:1][O:3][C:4]([C:6]1[N:7]=[C:8]([CH3:24])[C:9]2[NH:10][C:11]3[C:16]([C:17]=2[C:18]=1[I:22])=[CH:15][CH:14]=[CH:13][CH:12]=3)=[O:5] |f:1.2|. Procedure details: A suspension of 1.5 g of 4-methoxymethyl-beta-carboline-3-carboxylic-acid-ethylester, 20 ml of acetonitrile, 3.1 g of sodium iodide and 2.7 ml of trimethylchlorosilane is stirred at 60° C. for 2 h. After cooling, it is poured into ice water and extracted with ethyl acetate. The extracts are washed with saturated sodium thiosulfate solution, dried and concentrated. 1.65 g of 4-iodo-methyl-beta-carboline-3-carboxylic-acid-methylester with a m.p. of 280°-286° C. is obtained. The reactants are COC(C(C1=CC=C(C=C1)OCCOC1=CC2=C(C=CC=C2C=C1)OC(C(CC)(C)C)=O)=O)=O (4-[[2-[8-(2,2-dimethyl-1 -oxobutoxy)-2-naphthalenyloxy]ethyl]oxy]-alpha-oxobenzeneacetic acid methyl ester), [OH-].[Na+] (sodium hydroxide), Cl (hydrochloric acid). Run in CO (methanol). Reaction conditions: time 15 minute. The product is CC(C(OC=1C=CC=C2C=CC(=CC12)OCCOC1=CC=C(C=C1)C(C(=O)O)=O)=O)(CC)C (4-[[2-[8-(2,2-dimethyl-1-oxobutoxy)-2naphthalenyloxy]ethyl]oxy]-alpha-oxobenzeneacetic acid). RXN SMILES: C[O:2][C:3](=[O:34])[C:4](=[O:33])[C:5]1[CH:10]=[CH:9][C:8]([O:11][CH2:12][CH2:13][O:14][C:15]2[CH:24]=[CH:23][C:22]3[C:17](=[C:18]([O:25][C:26](=[O:32])[C:27]([CH3:31])([CH3:30])[CH2:28][CH3:29])[CH:19]=[CH:20][CH:21]=3)[CH:16]=2)=[CH:7][CH:6]=1.[OH-].[Na+].Cl>CO>[CH3:30][C:27]([CH3:31])([CH2:28][CH3:29])[C:26](=[O:32])[O:25][C:18]1[CH:19]=[CH:20][CH:21]=[C:22]2[C:17]=1[CH:16]=[C:15]([O:14][CH2:13][CH2:12][O:11][C:8]1[CH:7]=[CH:6][C:5]([C:4](=[O:33])[C:3]([OH:34])=[O:2])=[CH:10][CH:9]=1)[CH:24]=[CH:23]2 |f:1.2|. Procedure details: To a solution of 4-[[2-[8-(2,2-dimethyl-1 -oxobutoxy)-2-naphthalenyloxy]ethyl]oxy]-alpha-oxobenzeneacetic acid methyl ester (0.3 g) in methanol (7 mL) was added aqueous 1N sodium hydroxide (1.35 mL). After 15 minutes, the reaction was acidified with 1N hydrochloric acid (2 mL) and extracted with dichloromethane. The organic layer was washed with brine and evaporated to provide 4-[[2-[8-(2,2-dimethyl-1-oxobutoxy)-2naphthalenyloxy]ethyl]oxy]-alpha-oxobenzeneacetic acid as a white solid, mp 167°-16... Starting materials: ClC(C=O)(C)C (2-chloro-2-methylpropanal), C(C)O (ethanol), C(C)OC(OCC)OCC (triethylorthoformate). Reagents/catalysts: C1(=CC=C(C=C1)S(=O)(=O)O)C (p-toluenesulfonic acid), C([O-])([O-])=O.[K+].[K+] (potassium carbonate). Run in C(Cl)Cl (methylene chloride). Product: C(C)OC(C(C)(C)Cl)OCC (2-chloro-2-methylpropanal diethyl acetal). Yield: 67.9%. RXN SMILES: [Cl:1][C:2](C)([CH3:5])[CH:3]=O.C(O)C.C(O[CH:13]([O:17][CH2:18][CH3:19])[O:14][CH2:15][CH3:16])C>C(Cl)Cl.C1(C)C=CC(S(O)(=O)=O)=CC=1.C(=O)([O-])[O-].[K+].[K+]>[CH2:18]([O:17][CH:13]([O:14][CH2:15][CH3:16])[C:2]([Cl:1])([CH3:5])[CH3:3])[CH3:19] |f:5.6.7|. Procedure: To a mixture of 45 g (0.424 mol) of 2-chloro-2-methylpropanal, 99.6 ml (1.69 mol) of ethanol, 81.6 g (0.55 mol) of triethylorthoformate in 100 ml of methylene chloride was added 800 mg (4.2 mmol) of p-toluenesulfonic acid and the mixture was stirred at room temperature. After adding 2 g of potassium carbonate to the above mixture, the reaction mixture was stirred (2 min.), and filtered. The filtrate was concentrated (80° C.) to remove methylene chloride and the residue was distilled (2×) to affo...